From a dataset of the Open Reaction Database (ORD), a public repository of structured organic reaction records. describe an organic reaction: reactants, conditions, products, and yield Yield: 36.4%. The product is C(C)(=O)OC=1C(=NC=CC1)OCC(=O)OC (3-acetoxy-2-(methoxycarbonyl)methoxypyridine). As a reaction SMILES: B(F)(F)F.[CH3:5][CH2:6][O:7][CH2:8][CH3:9].NC1[C:12]([O:17][CH2:18][C:19]([O:21][CH3:22])=[O:20])=[N:13][CH:14]=[CH:15]C=1.ClCCl.N(OC(C)(C)C)=[O:27]>COCCOC.C(OC(=O)C)(=O)C.CCCCC>[C:6]([O:7][C:8]1[C:12]([O:17][CH2:18][C:19]([O:21][CH3:22])=[O:20])=[N:13][CH:14]=[CH:15][CH:9]=1)(=[O:27])[CH3:5] |f:0.1|. The reactants are N(=O)OC(C)(C)C (t-butyl nitrite), B(F)(F)F.CCOCC (boron trifluoride diethyl etherate), NC=1C(=NC=CC1)OCC(=O)OC (3-amino-2-(methoxycarbonyl)methoxypyridine), ClCCl (dichloromethane). Procedure: 1.6 g of boron trifluoride diethyl etherate was added to a mixture of 1.0 g of 3-amino-2-(methoxycarbonyl)methoxypyridine, 3 ml of 1,2-dimethoxyethane and 1 ml of dichloromethane dropwise at −10° C. The mixture was stirred for 10 minutes at the same temperature, then, to the reaction solution was added a solution of 0.68 g of t-butyl nitrite in 1 ml of 1,2-dimethoxyethane dropwise at −5° C. or lower. The mixture was stirred for 30 minutes at the same temperature, then, into the mixture was poure... Reaction conditions: time 10 minute. Solvent: CCCCC (n-pentane), COCCOC (1,2-dimethoxyethane), COCCOC (1,2-dimethoxyethane), C(C)(=O)OC(C)=O (acetic anhydride). The product is CON(C(=O)C1(CCCC1)NC(OC(C)(C)C)=O)C (tert-Butyl 1-{[methoxy(methyl)amino]carbonyl}cyclopentylcarbamate). Reaction conditions: temperature 0 celsius, time 8 hour. Solvent: C(Cl)Cl (CH2Cl2), C(Cl)Cl (CH2Cl2), CCOC(=O)C (EtOAc). The reactants are C1CCC(CC1)N=C=NC2CCCCC2 (DCC), C(C)(C)(C)OC(=O)NC1(CCCC1)C(=O)O (1-[(tert-butoxycarbonyl)amino)cyclopentanecarboxylic acid), Cl.CN(O)C (dimethylhydroxylamine hydrochloride), CN1CCOCC1 (N-methylmorpholine). As a reaction SMILES: [C:1]([O:5][C:6]([NH:8][C:9]1([C:14]([OH:16])=O)[CH2:13][CH2:12][CH2:11][CH2:10]1)=[O:7])([CH3:4])([CH3:3])[CH3:2].Cl.[CH3:18][N:19](C)[OH:20].[CH3:22]N1CCOCC1.C1CCC(N=C=NC2CCCCC2)CC1>C(Cl)Cl.CCOC(C)=O>[CH3:22][O:20][N:19]([CH3:18])[C:14]([C:9]1([NH:8][C:6](=[O:7])[O:5][C:1]([CH3:2])([CH3:3])[CH3:4])[CH2:10][CH2:11][CH2:12][CH2:13]1)=[O:16] |f:1.2|. Procedure: To a solution of 1-[(tert-butoxycarbonyl)amino)cyclopentanecarboxylic acid (5.89 g, 25.68 mmol) in CH2Cl2 (25 mL) were added dimethylhydroxylamine hydrochloride (2.51 g, 25.68 mmol) and N-methylmorpholine (2.82 mL, 25.68 mmol), sequentially. The mixture was cooled to 0° C., treated with 1.0M DCC in CH2Cl2, and stirred under an atmosphere of nitrogen while warning to room temperature overnight. The mixture was filtered, washing with CH2Cl2, and the resulting filtrate was concentrated in vacuo to ...